describe an organic reaction: reactants, conditions, products, and yield From a dataset of the Open Reaction Database (ORD), a public repository of structured organic reaction records. Reactants: C(C)(C)(C)OC(NC1=C(C=C(C(=C1)Cl)C(F)(F)F)NC(CC(C1=CC(=CC=C1)C=1C=NC=CC1)=O)=O)=O ({5-chloro-2-[3-oxo-3-(3-pyridin-3-yl-phenyl)-propionylamino]-4-trifluoromethyl-phenyl}-carbamic acid tert-butyl ester), C(=O)(C(F)(F)F)O (TFA). The solvent is C(Cl)Cl (CH2Cl2). Yields the product ClC1=CC2=C(NC(CC(=N2)C2=CC(=CC=C2)C=2C=NC=CC2)=O)C=C1C(F)(F)F (7-Chloro-4-(3-pyridin-3-yl-phenyl)-8-trifluoromethyl-1,3-dihydro-benzo[b][1,4]diazepin-2-one), solid. Isolated yield 79.0%. Reaction SMILES: C(OC(=O)[NH:7][C:8]1[CH:13]=[C:12]([Cl:14])[C:11]([C:15]([F:18])([F:17])[F:16])=[CH:10][C:9]=1[NH:19][C:20](=[O:36])[CH2:21][C:22](=O)[C:23]1[CH:28]=[CH:27][CH:26]=[C:25]([C:29]2[CH:30]=[N:31][CH:32]=[CH:33][CH:34]=2)[CH:24]=1)(C)(C)C.C(O)(C(F)(F)F)=O>C(Cl)Cl>[Cl:14][C:12]1[C:11]([C:15]([F:18])([F:17])[F:16])=[CH:10][C:9]2[NH:19][C:20](=[O:36])[CH2:21][C:22]([C:23]3[CH:28]=[CH:27][CH:26]=[C:25]([C:29]4[CH:30]=[N:31][CH:32]=[CH:33][CH:34]=4)[CH:24]=3)=[N:7][C:8]=2[CH:13]=1. Procedure: The title compound was prepared from {5-chloro-2-[3-oxo-3-(3-pyridin-3-yl-phenyl)-propionylamino]-4-trifluoromethyl-phenyl}-carbamic acid tert-butyl ester (Example M165) (250 mg, 0.468 mmol) by treatment with TFA in CH2Cl2 according to the general procedure N. Obtained as a white solid (154 mg, 79%).